This data is from the Open Reaction Database (ORD), a public repository of structured organic reaction records. The task is: describe an organic reaction: reactants, conditions, products, and yield Reactants: [OH-].[Na+] (NaOH), [N+](=O)([O-])C1=C(NCCO)C=CC=C1 (2-(2-nitroanilino)ethanol), Cl[Sn]Cl (SnCl2), O (H2O). Procedure details: According to the procedure of B. Agai, et al., Tetrahedron, 32, 839, (1976), a mixture of 2-(2-nitroanilino)ethanol (43.1 g, 0.237 mol), SnCl2.2 H2O (267.0 g, 1.18 mol), and EtOH (400 mL), was heated under reflux for 4 hours. The mixture was cooled, made basic (pH8) with 2.5N NaOH, and filtered through Celite. The filtrate was concentrated to remove the EtOH and the aqueous phase was extracted with EtOAc. The combined extracts were washed with H2O and brine, dried, and concentrated. Recrystalliz... Run in CCO (EtOH). Reaction SMILES: [N+:1]([C:4]1[CH:13]=[CH:12][CH:11]=[CH:10][C:5]=1[NH:6][CH2:7][CH2:8][OH:9])([O-])=O.Cl[Sn]Cl.O.[OH-].[Na+]>CCO>[NH2:1][C:4]1[CH:13]=[CH:12][CH:11]=[CH:10][C:5]=1[NH:6][CH2:7][CH2:8][OH:9] |f:3.4|. Product: NC1=C(NCCO)C=CC=C1 (2-(2-Aminoanilino)ethanol). The yield is 85.9%. Reactants: COC(C1=CC(=C(C=C1)OC)C12CC3CC(CC(C1)C3)C2)=O (methyl-3-(1-adamantyl)-4-methoxybenzoate), [OH-].[Na+] (NaOH), Cl (HCl), crude product, CCO (EtOH). The solvent is CCOC(=O)C (EtOAc), C1CCOC1 (THF), O (H2O). Product: C12(CC3CC(CC(C1)C3)C2)C=2C=C(C(=O)O)C=CC2OC (3-(1-Admantyl)-4-methoxybenzoic acid). The yield is 90.4%. Reaction SMILES: C[O:2][C:3](=[O:22])[C:4]1[CH:9]=[CH:8][C:7]([O:10][CH3:11])=[C:6]([C:12]23[CH2:21][CH:16]4[CH2:17][CH:18]([CH2:20][CH:14]([CH2:15]4)[CH2:13]2)[CH2:19]3)[CH:5]=1.[OH-].[Na+].CCO.Cl>C1COCC1.O.CCOC(C)=O>[C:12]12([C:6]3[CH:5]=[C:4]([CH:9]=[CH:8][C:7]=3[O:10][CH3:11])[C:3]([OH:22])=[O:2])[CH2:13][CH:14]3[CH2:20][CH:18]([CH2:17][CH:16]([CH2:15]3)[CH2:21]1)[CH2:19]2 |f:1.2|. Reported procedure: To a stirred solution of methyl-3-(1-adamantyl)-4-methoxybenzoate (0.27 g, 0.85 mmol) in THF (30 ml) was added a solution of NaOH (0.04 g) in H2O (1 ml), followed by the addition of EtOH (2 ml). The mixture was refluxed for 4 h, then cooled to room temperature and acidified with 1M HCl solution. The crude product was taken in EtOAc (100 ml) and the organic layer was washed with H2O, and dried over MgSO4 and filtered. The filtrate was evaporated to dryness to give the title product (0.22 g, 85%) ... Starting materials: Cl.CNOC (N,O-dimethylhydroxylamine hydrochloride), COC(C1=CN=C(C=C1)Cl)=O (6-Chloro-nicotinic acid methyl ester), C(C)(C)[Mg]Cl (Isopropyl magnesium chloride). Run in O1CCCC1 (tetrahydrofuran). Conditions: temperature -30 celsius. Product: ClC1=NC=C(C(=O)N(C)OC)C=C1 (6-chloro-N-methoxy-N-methyl-nicotinamide). Yield: 88.4%. Reaction SMILES: CO[C:3](=[O:11])[C:4]1[CH:9]=[CH:8][C:7]([Cl:10])=[N:6][CH:5]=1.Cl.[CH3:13][NH:14][O:15][CH3:16].C([Mg]Cl)(C)C>O1CCCC1>[Cl:10][C:7]1[CH:8]=[CH:9][C:4]([C:3]([N:14]([O:15][CH3:16])[CH3:13])=[O:11])=[CH:5][N:6]=1 |f:1.2|. Reported procedure: 6-Chloro-nicotinic acid methyl ester (6 g, 34.97 mmol) is dissolved into anhydrous tetrahydrofuran (THF) (200 mL) and then cooled to −30° C. while stirring under nitrogen. N,O-dimethylhydroxylamine hydrochloride (5.12 g, 52.46 mmol) is then added to the solution in one portion. Isopropyl magnesium chloride (52 mL, 2M in THF, 105 mmol) is slowly added to the cooled suspension over 1 h. After complete consumption of starting material, then 30% solution of ammonium chloride is added with stirring. ... The product is NC1=C(C(=NC(=N1)Cl)C(=O)OC)OC (methyl 6-amino-2-chloro-5-methoxy-pyrimidine-4-carboxylate). Run in C(C)(=O)OCC (ethyl acetate), C(C)(=O)OCC (ethyl acetate). The reactants are CS(=O)C (DMSO), mixture, N (ammonia), ClC1=NC(=C(C(=N1)C(=O)OC)OC)Cl (methyl 2,6-dichloro-5-methoxy-pyrimidine-4-carboxylate), CS(=O)C (dimethyl sulfoxide), crude product. RXN SMILES: [Cl:1][C:2]1[N:7]=[C:6]([C:8]([O:10][CH3:11])=[O:9])[C:5]([O:12][CH3:13])=[C:4](Cl)[N:3]=1.CS(C)=O.[NH3:19]>C(OCC)(=O)C>[NH2:19][C:4]1[N:3]=[C:2]([Cl:1])[N:7]=[C:6]([C:8]([O:10][CH3:11])=[O:9])[C:5]=1[O:12][CH3:13]. Yield: 50.0%. Reaction conditions: temperature 2.5 celsius, time 12.5 minute. Procedure: A solution comprising the reaction mixture prepared by Example 8, which reaction mixture contained the methyl 2,6-dichloro-5-methoxy-pyrimidine-4-carboxylate (25 g, 0.1 mol), and dimethyl sulfoxide (DMSO) was prepared. To this solution was added, at 0-5° C., a solution of ammonia in DMSO (2 eq). This mixture was stirred at the same 0-5° C. temperature for 10 to 15 minutes. Later, the mixture was diluted with ethyl acetate, and the resulting solid was filtered. The filtrate was washed with a brin... Reactants: OC(=O)C(F)(F)F.N1(CCNCC1)CC=1N=NC=2C(N1)=C(N=C(N2)N)N (3-Piperazin-1-ylmethyl-pyrimido[5,4-e][1,2,4]triazine-5,7-diamine TFA salt), CC1=C(CCl)C=CC(=C1)C (2,4-dimethylbenzyl chloride), CC#N.O (CH3CN H2O), C([O-])([O-])=O.[K+].[K+] (potassium carbonate). Run in CN(C)C=O (DMF). Run at time 24 hour. The product is CC1=C(CN2CCN(CC2)CC=2N=NC=3C(N2)=C(N=C(N3)N)N)C=CC(=C1)C (3-[4-(2,4-Dimethyl-benzyl)-piperazin-1-ylmethyl]-pyrimido[5,4-e][1,2,4]triazine-5,7-diamine). The yield is 32.9%. Reaction SMILES: OC(C(F)(F)F)=O.[N:8]1([CH2:14][C:15]2[N:16]=[N:17][C:18]3[C:19](=[C:21]([NH2:26])[N:22]=[C:23]([NH2:25])[N:24]=3)[N:20]=2)[CH2:13][CH2:12][NH:11][CH2:10][CH2:9]1.[CH3:27][C:28]1[CH:35]=[C:34]([CH3:36])[CH:33]=[CH:32][C:29]=1[CH2:30]Cl.C(=O)([O-])[O-].[K+].[K+].CC#N.O>CN(C=O)C>[CH3:27][C:28]1[CH:35]=[C:34]([CH3:36])[CH:33]=[CH:32][C:29]=1[CH2:30][N:11]1[CH2:12][CH2:13][N:8]([CH2:14][C:15]2[N:16]=[N:17][C:18]3[C:19](=[C:21]([NH2:26])[N:22]=[C:23]([NH2:25])[N:24]=3)[N:20]=2)[CH2:9][CH2:10]1 |f:0.1,3.4.5,6.7|. Procedure: To a stirred solution of 3-Piperazin-1-ylmethyl-pyrimido[5,4-e][1,2,4]triazine-5,7-diamine TFA salt 5 (50 mg; 0.08 mmol; prepared in EXAMPLE 4) in dry DMF (1.0 mL) was added 2,4-dimethylbenzyl chloride (0.020 mL; 0.13 mmol) followed by potassium carbonate (55 mg; 0.40 mmol). The mixture was allowed to stir for 24 h at room temperature then taken up into CH3CN/H2O/0.1% TFA. The mixture was purified by reverse phase HPLC (Rainin C18, 0% CH3CN to 50% CH3CN gradient, CH3CN/H2O, 0.1% TFA) and the bri... The product is Cc1cc(C)c2c(C#N)c(C=CC(=O)O)n(C3CCc4ccccc43)c2n1. Reaction SMILES: [C:1](#[N:2])[c:3]1[c:4]([CH:23]=[CH:24][C:25](=[O:26])[O:27][CH2:28][CH3:29])[n:5]([CH:14]2[CH2:15][CH2:16][c:17]3[cH:18][cH:19][cH:20][cH:21][c:22]32)[c:6]2[n:7][c:8]([CH3:13])[cH:9][c:10]([CH3:12])[c:11]12.[CH2:39]([OH:40])[CH3:41].[ClH:33].[Na+:31].[O:34]1[CH2:35][CH2:36][CH2:37][CH2:38]1.[OH-:30].[OH2:32]>>[C:1](#[N:2])[c:3]1[c:4]([CH:23]=[CH:24][C:25](=[O:26])[OH:27])[n:5]([CH:14]2[CH2:15][CH2:16][c:17]3[cH:18][cH:19][cH:20][cH:21][c:22]32)[c:6]2[n:7][c:8]([CH3:13])[cH:9][c:10]([CH3:12])[c:11]12. Reactants: CCOC(=O)C=Cc1c(C#N)c2c(C)cc(C)nc2n1C1CCc2ccccc21, CCO, Cl, [Na+], C1CCOC1, [OH-], O. The reactants are Intermediate 27, BrC1=NC=C(C=C1C)[N+](=O)[O-] (2-bromo-3-methyl-5-nitropyridine), COC=1C=C(C=CC1)B(O)O (3-methoxyphenylboronic acid). Product: COC=1C=C(C=CC1)C1=NC=C(C=C1C)[N+](=O)[O-] (2-(3-Methoxyphenyl)-3-methyl-5-nitropyridine). The yield is 72.0%. RXN SMILES: Br[C:2]1[C:7]([CH3:8])=[CH:6][C:5]([N+:9]([O-:11])=[O:10])=[CH:4][N:3]=1.[CH3:12][O:13][C:14]1[CH:15]=[C:16](B(O)O)[CH:17]=[CH:18][CH:19]=1>>[CH3:12][O:13][C:14]1[CH:19]=[C:18]([C:2]2[C:7]([CH3:8])=[CH:6][C:5]([N+:9]([O-:11])=[O:10])=[CH:4][N:3]=2)[CH:17]=[CH:16][CH:15]=1. Reported procedure: Obtained (2.43 g, yield 72%) following the procedure described in Intermediate 27, starting with 2-bromo-3-methyl-5-nitropyridine (13.82 mmol, 3.0 g), 3-methoxyphenylboronic acid (13.82 mmol, 2.10 g). Reactants: C(CCC)C=1N=C(NC(C1CC1=CC=C(C=C1)C=1C(=CC=CC1)C#N)=O)CO (4′-{[4-butyl-2-(hydroxymethyl)-6-oxo-1,6-dihydropyrimidin-5-yl]methyl}biphenyl-2-carbonitrile), C(C1=CC=CC=C1)Br (benzyl bromide), C([O-])([O-])=O.[Cs+].[Cs+] (cesium carbonate). The solvent is CN(C(C)=O)C (N,N-dimethylacetamide), C(C)(=O)OCC (ethyl acetate). Product: C(C1=CC=CC=C1)N1C(=NC(=C(C1=O)CC1=CC=C(C=C1)C=1C(=CC=CC1)C#N)CCCC)CO (4′-{[1-benzyl-4-butyl-2-(hydroxymethyl)-6-oxo-1,6-dihydropyrimidin-5-yl]methyl}biphenyl-2-carbonitrile). Yield: 49.0%. As a reaction SMILES: [CH2:1]([C:5]1[N:6]=[C:7]([CH2:27][OH:28])[NH:8][C:9](=[O:26])[C:10]=1[CH2:11][C:12]1[CH:17]=[CH:16][C:15]([C:18]2[C:19]([C:24]#[N:25])=[CH:20][CH:21]=[CH:22][CH:23]=2)=[CH:14][CH:13]=1)[CH2:2][CH2:3][CH3:4].[CH2:29](Br)[C:30]1[CH:35]=[CH:34][CH:33]=[CH:32][CH:31]=1.C(=O)([O-])[O-].[Cs+].[Cs+]>CN(C)C(=O)C.C(OCC)(=O)C>[CH2:29]([N:8]1[C:9](=[O:26])[C:10]([CH2:11][C:12]2[CH:17]=[CH:16][C:15]([C:18]3[C:19]([C:24]#[N:25])=[CH:20][CH:21]=[CH:22][CH:23]=3)=[CH:14][CH:13]=2)=[C:5]([CH2:1][CH2:2][CH2:3][CH3:4])[N:6]=[C:7]1[CH2:27][OH:28])[C:30]1[CH:35]=[CH:34][CH:33]=[CH:32][CH:31]=1 |f:2.3.4|. Reported procedure: A solution of 4′-{[4-butyl-2-(hydroxymethyl)-6-oxo-1,6-dihydropyrimidin-5-yl]methyl}biphenyl-2-carbonitrile (1.4 g), benzyl bromide (0.49 mL) and cesium carbonate (1.3 g) in N,N-dimethylacetamide (14 mL) was stirred for 2 hr. The reaction mixture was diluted with ethyl acetate, washed with 5% aqueous potassium hydrogen sulfate solution and then with saturated brine, and dried over anhydrous magnesium sulfate. The solvent was evaporated under reduced pressure and the residue was purified by silic... Starting materials: [N+](=O)([O-])C1=CC=C(OC2=CC(=NC=N2)NC2=CC=CC=C2)C=C1 (N-(6-(4-nitrophenoxy)pyrimidin-4-yl)phenylamine), O (water), [Cl-].[NH4+] (ammonium chloride), C(C)O (ethanol). Reaction SMILES: [N+:1]([C:4]1[CH:23]=[CH:22][C:7]([O:8][C:9]2[N:14]=[CH:13][N:12]=[C:11]([NH:15][C:16]3[CH:21]=[CH:20][CH:19]=[CH:18][CH:17]=3)[CH:10]=2)=[CH:6][CH:5]=1)([O-])=O.[Cl-].[NH4+].C(O)C.O>C(OCC)(=O)C.CCCCCC.[Fe]>[NH2:1][C:4]1[CH:23]=[CH:22][C:7]([O:8][C:9]2[N:14]=[CH:13][N:12]=[C:11]([NH:15][C:16]3[CH:21]=[CH:20][CH:19]=[CH:18][CH:17]=3)[CH:10]=2)=[CH:6][CH:5]=1 |f:1.2|. Procedure details: After suspending N-(6-(4-nitrophenoxy)pyrimidin-4-yl)phenylamine (508 mg, 1.65 mmol), iron powder (461 mg, 8.25 mmol) and ammonium chloride (882 mg, 16.5 mmol) in an ethanol (16 ml)-water (4 ml) mixed solvent, the suspension was heated and stirred at 80° C. for 20 minutes. Upon completion of the reaction, the reaction mixture was filtered with celite and washed in ethyl acetate. The organic layer was washed with saturated saline and dried over anhydrous magnesium sulfate, the drying agent was fi... Yields the product NC1=CC=C(OC2=CC(=NC=N2)NC2=CC=CC=C2)C=C1 (N-(6-(4-Aminophenoxy)pyrimidin-4-yl)phenylamine). The reagents and catalysts are [Fe] (iron). Reaction conditions: temperature 80 celsius, time 20 minute. The yield is 84.2%. Solvent: C(C)(=O)OCC (ethyl acetate), CCCCCC (hexane).